From a dataset of the Open Reaction Database (ORD), a public repository of structured organic reaction records. describe an organic reaction: reactants, conditions, products, and yield The reactants are C1(CC1)CNCC=1C=C(C=NC1)C=1C=C2C(=CNC2=C(C1)C(=O)N)C1CCN(CC1)S(=O)(=O)CC (5-(5-{[(cyclopropylmethyl)amino]methyl}-3-pyridinyl)-3-[1-(ethylsulfonyl)-4-piperidinyl]-1H-indole-7-carboxamide), CC1(OB(OC1(C)C)C=1C=C(C=NC1)C=O)C (5-(4,4,5,5-tetramethyl-1,3,2-dioxaborolan-2-yl)-3-pyridinecarbaldehyde), solution, CNC (dimethylamine), C1CCOC1 (THF), [BH3-]C#N.[Na+] (NaCNBH3). The product is CN(CC=1C=NC=C(C1)B1OC(C(O1)(C)C)(C)C)C (dimethyl{[5-(4,4,5,5-tetramethyl-1,3,2-dioxaborolan-2-yl)-3-pyridinyl]methyl}amine). Reaction SMILES: C1([CH2:4][NH:5][CH2:6]C2C=C(C3C=C4C(=C(C(N)=O)C=3)NC=C4C3CCN(S(CC)(=O)=O)CC3)C=NC=2)CC1.[CH3:36][C:37]1([CH3:52])[C:41]([CH3:43])([CH3:42])[O:40][B:39]([C:44]2[CH:45]=[C:46]([CH:50]=O)[CH:47]=[N:48][CH:49]=2)[O:38]1.CNC.C1COCC1.[BH3-]C#N.[Na+]>>[CH3:4][N:5]([CH3:6])[CH2:50][C:46]1[CH:47]=[N:48][CH:49]=[C:44]([B:39]2[O:38][C:37]([CH3:52])([CH3:36])[C:41]([CH3:43])([CH3:42])[O:40]2)[CH:45]=1 |f:4.5|. Procedure details: Following the general procedure of 5-(5-{[(cyclopropylmethyl)amino]methyl}-3-pyridinyl)-3-[1-(ethylsulfonyl)-4-piperidinyl]-1H-indole-7-carboxamide, 5-(4,4,5,5-tetramethyl-1,3,2-dioxaborolan-2-yl)-3-pyridinecarbaldehyde (30 mg, 0.129 mmol), a 2 M solution of dimethylamine in THF (0.065 mL, 0.129 mmol), and NaCNBH3 (16 mg, 0.258 mmol) were reacted to give 23 mg of crude dimethyl{[5-(4,4,5,5-tetramethyl-1,3,2-dioxaborolan-2-yl)-3-pyridinyl]methyl}amine. The crude dimethyl{[5-(4,4,5,5-tetramethyl-1...